From a dataset of the Open Reaction Database (ORD), a public repository of structured organic reaction records. describe an organic reaction: reactants, conditions, products, and yield The yield is 85.9%. Reaction SMILES: [C:1]1([C:36]2[CH:41]=[CH:40][CH:39]=[CH:38][CH:37]=2)[CH:6]=[CH:5][C:4]([C@@:7]23[CH2:26][N:19]([C@H:20]([C:22]([O:24]C)=[O:23])[CH2:21]2)[C:18](=[O:27])[C@@H:17]([NH:28][C:29]([O:31][C:32]([CH3:35])([CH3:34])[CH3:33])=[O:30])[CH2:16][CH2:15][CH2:14][CH2:13][CH2:12][CH:11]=[CH:10][CH2:9][S:8]3)=[CH:3][CH:2]=1.O.[OH-].[Li+]>C1COCC1.CO.O>[C:1]1([C:36]2[CH:37]=[CH:38][CH:39]=[CH:40][CH:41]=2)[CH:6]=[CH:5][C:4]([C@@:7]23[CH2:26][N:19]([C@H:20]([C:22]([OH:24])=[O:23])[CH2:21]2)[C:18](=[O:27])[C@@H:17]([NH:28][C:29]([O:31][C:32]([CH3:33])([CH3:34])[CH3:35])=[O:30])[CH2:16][CH2:15][CH2:14][CH2:13][CH2:12][CH:11]=[CH:10][CH2:9][S:8]3)=[CH:3][CH:2]=1 |f:1.2.3|. Run at time 5 hour. The product is desired product, C1(=CC=C(C=C1)[C@]12SC/C=C/CCCCC[C@@H](C(N([C@@H](C1)C(=O)O)C2)=O)NC(=O)OC(C)(C)C)C2=CC=CC=C2 ((3S,13R,15S,E)-13-(biphenyl-4-yl)-3-(tert-butoxycarbonylamino)-2-oxo-12-thia-1-azabicyclo[11.2.1]hexadec-9-ene-15-carboxylic acid). Reported procedure: To a solution of (3S,13R,15S,E)-methyl 13-(biphenyl-4-yl)-3-(tert-butoxycarbonylamino)-2-oxo-12-thia-1-azabicyclo[11.2.1]hexadec-9-ene-15-carboxylate (90 mg, 0.156 mmol) in THF (1 mL) and MeOH (1.000 mL) was added pre-made solution of lithium hydroxide hydrate (19.58 mg, 0.467 mmol) in Water (1 mL). The resulting cloudy solution was stirred at room for 5 h. Quenched with 5% citric acid, extracted with EtOAc. The organic layer was washed with brine, dried over MgSO4, filtered, evaporated, to affo... The reactants are C1(=CC=C(C=C1)[C@]12SC/C=C/CCCCC[C@@H](C(N([C@@H](C1)C(=O)OC)C2)=O)NC(=O)OC(C)(C)C)C2=CC=CC=C2 ((3S,13R,15S,E)-methyl 13-(biphenyl-4-yl)-3-(tert-butoxycarbonylamino)-2-oxo-12-thia-1-azabicyclo[11.2.1]hexadec-9-ene-15-carboxylate), O.[OH-].[Li+] (lithium hydroxide hydrate). Run in C1CCOC1 (THF), CO (MeOH), O (Water). Starting materials: [OH-].[Na+] (sodium hydroxide), ClC=1C=C(C=CC1OC(C)C)C1=NC(=NO1)C=1C=CC=C2C(=CNC12)CCNCCC(=O)OCC (Ethyl N-{2-[7-(5-{3-chloro-4-[(1-methylethyl)oxy]phenyl}-1,2,4-oxadiazol-3-yl)-1H-indol-3-yl]ethyl}-β-alaninate). Run in O (water), O1CCCC1 (tetrahydrofuran), CO (methanol). Reaction conditions: temperature 20 celsius, time 8 hour. Product: ClC=1C=C(C=CC1OC(C)C)C1=NC(=NO1)C=1C=CC=C2C(=CNC12)CCNCCC(=O)O (N-{2-[7-(5-{3-chloro-4-[(1-methylethyl)oxy]phenyl}-1,2,4-oxadiazol-3-yl)-1H-indol-3-yl]ethyl}-β-alanine). Isolated yield 74.1%. As a reaction SMILES: [Cl:1][C:2]1[CH:3]=[C:4]([C:12]2[O:16][N:15]=[C:14]([C:17]3[CH:18]=[CH:19][CH:20]=[C:21]4[C:25]=3[NH:24][CH:23]=[C:22]4[CH2:26][CH2:27][NH:28][CH2:29][CH2:30][C:31]([O:33]CC)=[O:32])[N:13]=2)[CH:5]=[CH:6][C:7]=1[O:8][CH:9]([CH3:11])[CH3:10].[OH-].[Na+]>O1CCCC1.CO.O>[Cl:1][C:2]1[CH:3]=[C:4]([C:12]2[O:16][N:15]=[C:14]([C:17]3[CH:18]=[CH:19][CH:20]=[C:21]4[C:25]=3[NH:24][CH:23]=[C:22]4[CH2:26][CH2:27][NH:28][CH2:29][CH2:30][C:31]([OH:33])=[O:32])[N:13]=2)[CH:5]=[CH:6][C:7]=1[O:8][CH:9]([CH3:10])[CH3:11] |f:1.2|. Procedure details: To a solution of ethyl N-{2-[7-(5-{3-chloro-4-[(1-methylethyl)oxy]phenyl}-1,2,4-oxadiazol-3-yl)-1H-indol-3-yl]ethyl}-β-alaninate (D85) (186 mg) in tetrahydrofuran (5 mL) and methanol (5 mL) stirred at 20° C. was added a solution of sodium hydroxide (40 mg) in water (5 mL) in one charge. The reaction mixture was stirred at 20° C. overnight. The reaction mixture was concentrated to about 5 mL and then HCl aquous solution was added dropwise until no further white precipitate was formed. The solid w... Reactants: [Ag+], O=Cc1cccc2c1OCO2, CCO, [K+], O=[N+]([O-])[O-], [OH-], O. Yields the product O=C(O)c1cccc2c1OCO2. As a reaction SMILES: [Ag+:22].[CH2:1]1[O:2][c:3]2[c:4]([CH:5]=[O:6])[cH:7][cH:8][cH:9][c:10]2[O:11]1.[CH3:14][CH2:15][OH:16].[K+:13].[N+:18]([O-:19])([O-:20])=[O:21].[OH-:12].[OH2:17]>>[CH2:1]1[O:2][c:3]2[c:4]([C:5](=[O:6])[OH:12])[cH:7][cH:8][cH:9][c:10]2[O:11]1. The reactants are CNC(=O)C1=CC(C)(C)Oc2ccc([N+](=O)[O-])cc21, COc1ccc(P2(=S)SP(=S)(c3ccc(OC)cc3)S2)cc1, c1ccccc1. Product: CNC(=S)C1=CC(C)(C)Oc2ccc([N+](=O)[O-])cc21. RXN SMILES: [CH3:1][NH:2][C:3](=[O:4])[C:5]1=[CH:6][C:7]([CH3:18])([CH3:19])[O:8][c:9]2[c:10]1[cH:11][c:12]([N+:15](=[O:16])[O-:17])[cH:13][cH:14]2.[CH3:20][O:21][c:22]1[cH:23][cH:24][c:25]([P:26]2(=[S:29])[S:27][P:28]([c:30]3[cH:31][cH:32][c:33]([O:34][CH3:35])[cH:36][cH:37]3)(=[S:38])[S:39]2)[cH:40][cH:41]1.[cH:42]1[cH:43][cH:44][cH:45][cH:46][cH:47]1>>[CH3:1][NH:2][C:3]([C:5]1=[CH:6][C:7]([CH3:18])([CH3:19])[O:8][c:9]2[c:10]1[cH:11][c:12]([N+:15](=[O:16])[O-:17])[cH:13][cH:14]2)=[S:29]. The reactants are CC1(C)SC2C(NC(=O)C(N)c3ccc(O)cc3)C(=O)N2C1C(=O)O, CC1(C)SC2C(NC(=O)C(N)c3ccc(O)cc3)C(=O)N2C1C(=O)O, Cl, [Na+], [Na], [OH-], O, O, O. Product: CC1(C)SC2C(NC(=O)C(N)c3ccc(O)cc3)C(=O)N2C1C(=O)O. As a reaction SMILES: [CH:33]12[CH:34]([NH:35][C:36]([CH:37]([c:38]3[cH:39][cH:40][c:41]([OH:42])[cH:43][cH:44]3)[NH2:45])=[O:46])[C:47](=[O:48])[N:49]1[CH:50]([C:51](=[O:52])[OH:53])[C:54]([CH3:55])([CH3:56])[S:57]2.[CH:4]12[S:5][C:6]([CH3:7])([CH3:8])[CH:9]([C:26]([OH:27])=[O:28])[N:10]1[C:11](=[O:12])[CH:13]2[NH:14][C:15](=[O:16])[CH:17]([NH2:18])[c:19]1[cH:20][cH:21][c:22]([OH:23])[cH:24][cH:25]1.[ClH:31].[Na+:30].[Na:32].[OH-:29].[OH2:1].[OH2:2].[OH2:3]>>[CH:4]12[S:5][C:6]([CH3:7])([CH3:8])[CH:9]([C:26](=[O:27])[OH:28])[N:10]1[C:11](=[O:12])[CH:13]2[NH:14][C:15](=[O:16])[CH:17]([NH2:18])[c:19]1[cH:20][cH:21][c:22]([OH:23])[cH:24][cH:25]1. Starting materials: ClC1=CC(=NC2=CC=C(C=C12)C)N1CCS(C2=C(C1)C=CC=C2)(=O)=O (4-(4-chloro-6-methylquinolin-2-yl)-2,3,4,5-tetrahydro-1,4-benzothiazepine 1,1-dioxide), C(C(C)N)N (propane-1,2-diamine). The product is O=S1(CCN(CC2=C1C=CC=C2)C2=NC1=CC=C(C=C1C(=C2)NC(CN)C)C)=O (N˜2˜-[2-(1,1-Dioxido-2,3-dihydro-1,4-benzothiazepin-4(5H)-yl)-6-methylquinolin-4-yl]propane-1,2-diamine). RXN SMILES: Cl[C:2]1[C:11]2[C:6](=[CH:7][CH:8]=[C:9]([CH3:12])[CH:10]=2)[N:5]=[C:4]([N:13]2[CH2:19][C:18]3[CH:20]=[CH:21][CH:22]=[CH:23][C:17]=3[S:16](=[O:25])(=[O:24])[CH2:15][CH2:14]2)[CH:3]=1.[CH2:26]([NH2:30])[CH:27]([NH2:29])[CH3:28]>>[O:24]=[S:16]1(=[O:25])[C:17]2[CH:23]=[CH:22][CH:21]=[CH:20][C:18]=2[CH2:19][N:13]([C:4]2[CH:3]=[C:2]([NH:29][CH:27]([CH3:28])[CH2:26][NH2:30])[C:11]3[C:6](=[CH:7][CH:8]=[C:9]([CH3:12])[CH:10]=3)[N:5]=2)[CH2:14][CH2:15]1. Procedure details: The title compound was prepared in analogy to Example 9-1 in Scheme 5 by using 4-(4-chloro-6-methylquinolin-2-yl)-2,3,4,5-tetrahydro-1,4-benzothiazepine 1,1-dioxide (prepared in analogy to the one in Example 2-1) and propane-1,2-diamine. MS obsd. (ESI+) [(M+H)+] 411, 1H NMR (400 MHz, CD3OD) δ ppm 7.97 (dd, J=7.83, 1.01 Hz, 1 H), 7.82 (d, J=7.33 Hz, 1 H), 7.69-7.56 (m, 2 H), 7.46-7.38 (m, 2 H), 7.28 (dd, J=8.46, 1.64 Hz, 1 H), 6.11-5.96 (m, 1 H), 5.13 (s, 2 H), 3.66-3.49 (m, 2 H), 3.30-3.20 (m, 3... Reactants: C1CCOC1, CCOC(=O)c1cn(-c2ccc(F)cc2F)c2nc(N3CCC(n4ccnn4)C3)c(F)cc2c1=O, O=C(O)C(F)(F)F, [Na+], [OH-], O. Product: O=C(O)c1cn(-c2ccc(F)cc2F)c2nc(N3CCC(n4ccnn4)C3)c(F)cc2c1=O. As a reaction SMILES: [CH2:36]1[O:37][CH2:38][CH2:39][CH2:40]1.[F:1][c:2]1[c:3](-[n:9]2[cH:10][c:11]([C:31](=[O:32])[O:33][CH2:34][CH3:35])[c:12](=[O:30])[c:13]3[cH:14][c:15]([F:29])[c:16]([N:19]4[CH2:20][CH:21]([n:24]5[n:25][n:26][cH:27][cH:28]5)[CH2:22][CH2:23]4)[n:17][c:18]23)[cH:4][cH:5][c:6]([F:8])[cH:7]1.[F:43][C:44]([F:45])([F:46])[C:47]([OH:48])=[O:49].[Na+:42].[OH-:41].[OH2:50]>>[F:1][c:2]1[c:3](-[n:9]2[cH:10][c:11]([C:31](=[O:32])[OH:33])[c:12](=[O:30])[c:13]3[cH:14][c:15]([F:29])[c:16]([N:19]4[CH2:20][CH:21]([n:24]5[n:25][n:26][cH:27][cH:28]5)[CH2:22][CH2:23]4)[n:17][c:18]23)[cH:4][cH:5][c:6]([F:8])[cH:7]1.